The task is: describe an organic reaction: reactants, conditions, products, and yield. This data is from the Open Reaction Database (ORD), a public repository of structured organic reaction records. Starting materials: COC(=O)C=1OC(=O)C2=CC=C(C=C2C1C1=CC=CC=C1)Br (6-bromo-4-phenyl-3-isocoumarincarboxylic acid methyl ester), COC(CCC1=CC=C(C=C1)CN)=O (3-(4-aminomethylphenyl)propionic acid methyl ester). Run in CO (methanol). Run at time 18 hour. Yields the product COC(=O)C=1N(C(C2=CC=C(C=C2C1C1=CC=CC=C1)Br)=O)CC1=CC=C(C=C1)CCC(=O)OC (6-bromo-2-[4-(2-methoxycarbonylethyl)benzyl]-1-oxo-4-phenyl-1,2-dihydroisoquinoline-3-carboxylic acid methyl ester). The yield is 79.6%. As a reaction SMILES: [CH3:1][O:2][C:3]([C:5]1[O:6][C:7]([C:9]2[C:14]([C:15]=1[C:16]1[CH:21]=[CH:20][CH:19]=[CH:18][CH:17]=1)=[CH:13][C:12]([Br:22])=[CH:11][CH:10]=2)=O)=[O:4].[CH3:23][O:24][C:25](=[O:36])[CH2:26][CH2:27][C:28]1[CH:33]=[CH:32][C:31]([CH2:34][NH2:35])=[CH:30][CH:29]=1>CO>[CH3:1][O:2][C:3]([C:5]1[N:35]([CH2:34][C:31]2[CH:32]=[CH:33][C:28]([CH2:27][CH2:26][C:25]([O:24][CH3:23])=[O:36])=[CH:29][CH:30]=2)[C:7](=[O:6])[C:9]2[C:14]([C:15]=1[C:16]1[CH:21]=[CH:20][CH:19]=[CH:18][CH:17]=1)=[CH:13][C:12]([Br:22])=[CH:11][CH:10]=2)=[O:4]. Reported procedure: To a solution of 6-bromo-4-phenyl-3-isocoumarincarboxylic acid methyl ester (359 mg) in methanol (20 ml) was added 3-(4-aminomethylphenyl)propionic acid methyl ester (387 mg) and the mixture was stirred at room temperature for 18 hr. The solvent was evaporated under reduced pressure, 1N hydrochloric acid was added, and the mixture was extracted with ethyl acetate. The extract was washed with saturated brine and dried by adding sodium sulfate. The solvent was evaporated under reduced pressure and... The reactants are CC=1NC=2C(=NC=CC2C)N1 (2,7-dimethyl-1H-imidazo[4,5-b]pyridine), ClC1=CC(=CC=C1)C(=O)OO (m-chloroperbenzoic acid). Solvent: C(Cl)(Cl)Cl (chloroform). Yields the product CC=1NC=2C(=[N+](C=CC2C)[O-])N1 (2,7-Dimethyl-1H-imidazo[4,5-b]pyridine-4-oxide). Yield: 96.9%. RXN SMILES: [CH3:1][C:2]1[NH:3][C:4]2[C:5]([N:11]=1)=[N:6][CH:7]=[CH:8][C:9]=2[CH3:10].ClC1C=CC=C(C(OO)=[O:20])C=1>C(Cl)(Cl)Cl>[CH3:1][C:2]1[NH:3][C:4]2[C:5]([N:11]=1)=[N+:6]([O-:20])[CH:7]=[CH:8][C:9]=2[CH3:10]. Procedure details: To a solution of 2,7-dimethyl-1H-imidazo[4,5-b]pyridine (4.29 g) in chloroform (43 ml) was added m-chloroperbenzoic acid (80%, 7.55 g) at room temperature, and the mixture was refluxed under heating for 1 hr. After cooling to room temperature, the reaction mixture was directly purified by silica gel column chromatography (chloroform/methanol=9/1) and pulverized in ethyl acetate to give the objective compound (4.61 g) as a brown powder. Starting materials: [O-]O.C1(=CC=CC=C1)C(C)C (cumene hydroperoxide), S(O)(O)(=O)=O (sulphuric acid). Product: C1(=CC=CC=C1)O (phenol), C1(=CC=CC=C1)C(C)C (cumene), CC(=C)C1=CC=CC=C1 (alpha-methylstyrene), C(C)(=O)C1=CC=CC=C1 (acetophenone). RXN SMILES: [O-:1]O.[C:3]1([CH:9]([CH3:11])[CH3:10])[CH:8]=[CH:7][CH:6]=[CH:5][CH:4]=1.S(=O)(=O)(O)[OH:13]>>[C:3]1([OH:13])[CH:8]=[CH:7][CH:6]=[CH:5][CH:4]=1.[C:3]1([CH:9]([CH3:11])[CH3:10])[CH:8]=[CH:7][CH:6]=[CH:5][CH:4]=1.[CH3:11][C:9]([C:3]1[CH:8]=[CH:7][CH:6]=[CH:5][CH:4]=1)=[CH2:10].[C:9]([C:3]1[CH:8]=[CH:7][CH:6]=[CH:5][CH:4]=1)(=[O:1])[CH3:11] |f:0.1|. Procedure: On the industrial scale, the cumene hydroperoxide is usually treated with dilute sulphuric acid (5 to 25 percent concentration) at a temperature of about 50° C. to 70° C. After the cleavage is complete, the reaction mixture is separated and the oil layer distilled to obtain phenol and acetone together with cumene, alpha-methylstyrene, acetophenone and tars. The cumene may be recycled for conversion to the hydroperoxide and subsequent cleavage. The phenol produced in this way is suitable for use ... Reactants: CC1(CC(NC2=CC=C(C=C12)C(=O)OCC)C1=C(C=CC=C1)NS(=O)(=O)C1=CC=CC=C1)C (ethyl 4,4-dimethyl-2-(2-(phenylsulfonamido)phenyl)-1,2,3,4-tetrahydroquinoline-6-carboxylate), O.[OH-].[Li+] (lithium hydroxide monohydrate), [OH-].[Na+] (sodium hydroxide). Run in C(C)O (ethanol), O (water). Run at temperature 85 celsius, time 8 hour. Yields the product C1(=CC=CC=C1)S(=O)(=O)NC1=C(C=CC=C1)C1NC2=CC=C(C=C2C(C1)(C)C)C(=O)O (2-(2-benzenesulfonylamino-phenyl)-4,4-dimethyl-1,2,3,4-tetrahydro-quinoline-6-carboxylic acid). As a reaction SMILES: [CH3:1][C:2]1([CH3:33])[C:11]2[C:6](=[CH:7][CH:8]=[C:9]([C:12]([O:14]CC)=[O:13])[CH:10]=2)[NH:5][CH:4]([C:17]2[CH:22]=[CH:21][CH:20]=[CH:19][C:18]=2[NH:23][S:24]([C:27]2[CH:32]=[CH:31][CH:30]=[CH:29][CH:28]=2)(=[O:26])=[O:25])[CH2:3]1.O.[OH-].[Li+].[OH-].[Na+]>C(O)C.O>[C:27]1([S:24]([NH:23][C:18]2[CH:19]=[CH:20][CH:21]=[CH:22][C:17]=2[CH:4]2[CH2:3][C:2]([CH3:1])([CH3:33])[C:11]3[C:6](=[CH:7][CH:8]=[C:9]([C:12]([OH:14])=[O:13])[CH:10]=3)[NH:5]2)(=[O:26])=[O:25])[CH:28]=[CH:29][CH:30]=[CH:31][CH:32]=1 |f:1.2.3,4.5|. Procedure: To a stirred solution of ethyl 4,4-dimethyl-2-(2-(phenylsulfonamido)phenyl)-1,2,3,4-tetrahydroquinoline-6-carboxylate (crude 0.62 mmol) in ethanol was added a solution of lithium hydroxide monohydrate (129 mg, 3.08 mmol) and sodium hydroxide (50 mg, 1.23 mmol) in water (1.5 mL) at room temperature. The reaction mixture was stirred at 85° C. overnight. The reaction mixture was concentrated in vacuo. The residue was diluted with water, adjusted pH=3˜4 by 1M aqueous hydrochloric acid, extracted wit... Reactants: C([O-])([O-])=O.[Na+].[Na+] (sodium carbonate), CC1(OB(OC1(C)C)C=1C=C2CCCOC2=CC1)C (6-(4,4,5,5-tetramethyl-1,3,2-dioxaborolan-2-yl)chroman), BrC=1C2=C(SC1C(C(=O)OC)OC(C)(C)C)C=CC=C2 (methyl (3-bromo-benzo[b]thiophen-2-yl)-tert-butoxy-acetate). Reagents/catalysts: C1(=CC=CC=C1)P(C1=CC=CC=C1)C1=CC=CC=C1.C1(=CC=CC=C1)P(C1=CC=CC=C1)C1=CC=CC=C1.C1(=CC=CC=C1)P(C1=CC=CC=C1)C1=CC=CC=C1.C1(=CC=CC=C1)P(C1=CC=CC=C1)C1=CC=CC=C1.[Pd] (palladium tetrakis(triphenylphosphine)). Run in O (water), CN(C=O)C (N,N-dimethylformamide). Reaction conditions: temperature 110 celsius. Yields the product C(C)(C)(C)OC(C(=O)OC)C=1SC2=C(C1C=1C=CC3=C(CCCO3)C1)C=CC=C2 (methyl 2-(tert-butoxy)-2-[3-(3,4-dihydro-2H-1-benzopyran-6-yl)-1-benzothiophen-2-yl]acetate). The yield is 53.6%. As a reaction SMILES: C(=O)([O-])[O-].[Na+].[Na+].CC1(C)C(C)(C)OB([C:15]2[CH:16]=[C:17]3[C:22](=[CH:23][CH:24]=2)[O:21][CH2:20][CH2:19][CH2:18]3)O1.Br[C:27]1[C:28]2[CH:45]=[CH:44][CH:43]=[CH:42][C:29]=2[S:30][C:31]=1[CH:32]([O:37][C:38]([CH3:41])([CH3:40])[CH3:39])[C:33]([O:35][CH3:36])=[O:34]>O.CN(C)C=O.C1(P(C2C=CC=CC=2)C2C=CC=CC=2)C=CC=CC=1.C1(P(C2C=CC=CC=2)C2C=CC=CC=2)C=CC=CC=1.C1(P(C2C=CC=CC=2)C2C=CC=CC=2)C=CC=CC=1.C1(P(C2C=CC=CC=2)C2C=CC=CC=2)C=CC=CC=1.[Pd]>[C:38]([O:37][CH:32]([C:31]1[S:30][C:29]2[CH:42]=[CH:43][CH:44]=[CH:45][C:28]=2[C:27]=1[C:15]1[CH:24]=[CH:23][C:22]2[O:21][CH2:20][CH2:19][CH2:18][C:17]=2[CH:16]=1)[C:33]([O:35][CH3:36])=[O:34])([CH3:41])([CH3:39])[CH3:40] |f:0.1.2,7.8.9.10.11|. Reported procedure: Under a nitrogen atmosphere, sodium carbonate (33 mg, 0.3 mmol), palladium tetrakis(triphenylphosphine) (35 mg, 0.03 mmol) and 6-(4,4,5,5-tetramethyl-1,3,2-dioxaborolan-2-yl)chroman (78 mg, 0.3 mmol) were added to a solution of methyl (3-bromo-benzo[b]thiophen-2-yl)-tert-butoxy-acetate (21d) (100 mg, 0.28 mmol) in a mixture of water (1 mL) and N,N-dimethylformamide (3 mL). The mixture was heated at 110° C. for 1 hour. The mixture was then cooled at room temperature, concentrated and water (30 mL... Yields the product OC1=C(C(N(C=2N=NC(=CC21)OC)C)=O)C(=O)NCC(=O)O (2-(5-hydroxy-3-methoxy-8-methyl-7-oxo-7,8-dihydropyrido[2,3-c]pyridazine-6-carboxamido)acetic acid). Reported procedure: Methyl 5-hydroxy-3-methoxy-8-methyl-7-oxo-7,8-dihydropyrido[2,3-c]pyridazine-6-carboxylate. The title compound is prepared by reaction of methyl 3-chloro-5-hydroxy-8-methyl-7-oxo-7,8-dihydropyrido[2,3-c]pyridazine-6-carboxylate with sodium methoxide according the procedure described in Bioorg. Med. Chem. Lett., 17, 6206 (2007). Alternatively, the title compound is prepared by reaction of methyl 3-chloro-5-hydroxy-8-methyl-7-oxo-7,8-dihydropyrido[2,3-c]pyridazine-6-carboxylate with ammonia in MeO... Solvent: CO (MeOH). The reactants are OC1=C(C(N(C=2N=NC(=CC21)OC)C)=O)C(=O)OC (Methyl 5-hydroxy-3-methoxy-8-methyl-7-oxo-7,8-dihydropyrido[2,3-c]pyridazine-6-carboxylate), ClC1=CC2=C(N=N1)N(C(C(=C2O)C(=O)OC)=O)C (methyl 3-chloro-5-hydroxy-8-methyl-7-oxo-7,8-dihydropyrido[2,3-c]pyridazine-6-carboxylate), C[O-].[Na+] (sodium methoxide), ClC1=CC2=C(N=N1)N(C(C(=C2O)C(=O)OC)=O)C (methyl 3-chloro-5-hydroxy-8-methyl-7-oxo-7,8-dihydropyrido[2,3-c]pyridazine-6-carboxylate), N (ammonia). RXN SMILES: [OH:1][C:2]1[C:11]2[CH:10]=[C:9]([O:12][CH3:13])[N:8]=[N:7][C:6]=2[N:5]([CH3:14])[C:4](=[O:15])[C:3]=1[C:16]([O:18]C)=O.ClC1N=NC2N(C)C(=O)[C:29]([C:32]([O:34]C)=[O:33])=C(O)C=2C=1.C[O-].[Na+].[NH3:41]>CO>[OH:1][C:2]1[C:11]2[CH:10]=[C:9]([O:12][CH3:13])[N:8]=[N:7][C:6]=2[N:5]([CH3:14])[C:4](=[O:15])[C:3]=1[C:16]([NH:41][CH2:29][C:32]([OH:34])=[O:33])=[O:18] |f:2.3|. The reactants are CC(=O)OI1(C=2C=CC=CC2C(=O)O1)(OC(=O)C)OC(=O)C (Dess-Martin periodinane), O[C@H]1CO[C@H]2[C@@H]1N(C[C@H]2OC)C([C@H](CC(C)(C)C)NC(C2=CC=C(C=C2)N2CCN(CC2)C(C)C)=O)=O (N—((S)-1-((3R,3aR,6R,6aS)-3-hydroxy-6-methoxydihydro-2H-furo[3,2-b]pyrrol-4(5H,6H,6aH)-yl)-4,4-dimethyl-1-oxopentan-2-yl)-4-(4-isopropylpiperazin-1yl)benzamide). Run in ClCCl (dichloromethane), ClCCl (dichloromethane). Run at time 18 hour. Product: C(C)(C)N1CCN(CC1)C1=CC=C(C(=O)N[C@H](C(=O)N2[C@H]3[C@@H]([C@@H](C2)OC)OCC3=O)CC(C)(C)C)C=C1 (4-(4-isopropylpiperazin-1-yl)-N—((S)-1-((3aS,6R,6aS)-6-methoxy-3-oxodihydro-2H-furo[3,2-b]pyrrol-4(5H,6H,6aH)-yl)-4,4-dimethyl-1-oxopentan-2-yl)benzamide), solid. Yield: 82.0%. RXN SMILES: CC(OI1(OC(C)=O)(OC(C)=O)OC(=O)C2C=CC=CC1=2)=O.[OH:23][C@@H:24]1[C@H:28]2[N:29]([C:34](=[O:59])[C@@H:35]([NH:41][C:42](=[O:58])[C:43]3[CH:48]=[CH:47][C:46]([N:49]4[CH2:54][CH2:53][N:52]([CH:55]([CH3:57])[CH3:56])[CH2:51][CH2:50]4)=[CH:45][CH:44]=3)[CH2:36][C:37]([CH3:40])([CH3:39])[CH3:38])[CH2:30][C@@H:31]([O:32][CH3:33])[C@H:27]2[O:26][CH2:25]1>ClCCl>[CH:55]([N:52]1[CH2:51][CH2:50][N:49]([C:46]2[CH:45]=[CH:44][C:43]([C:42]([NH:41][C@@H:35]([CH2:36][C:37]([CH3:40])([CH3:39])[CH3:38])[C:34]([N:29]3[CH2:30][C@@H:31]([O:32][CH3:33])[C@H:27]4[O:26][CH2:25][C:24](=[O:23])[C@@H:28]34)=[O:59])=[O:58])=[CH:48][CH:47]=2)[CH2:54][CH2:53]1)([CH3:57])[CH3:56]. Reported procedure: Dess-Martin periodinane (2.82 g, 6.66 mmol) was added to a stirred solution of N—((S)-1-((3R,3aR,6R,6aS)-3-hydroxy-6-methoxydihydro-2H-furo[3,2-b]pyrrol-4(5H,6H,6aH)-yl)-4,4-dimethyl-1-oxopentan-2-yl)-4-(4-isopropylpiperazin-1yl)benzamide (1.72 g, 3.33 mmol) in dichloromethane (65 mL) under an atmosphere of argon. The mixture was stirred for 18 hours then diluted with dichloromethane (300 mL). The organic phase was washed with aqueous sodium hydroxide solution (1M, 100 mL) then the aqueous extra... Reactants: CCO, CC[O-], Cl, O=C(O)C=Cc1ccc([N+](=O)[O-])cc1, NO, [Na+], [Na], O. Yields the product NC(CC(=O)O)c1ccc([N+](=O)[O-])cc1. RXN SMILES: [CH3:24][CH2:25][OH:26].[CH3:2][CH2:3][O-:4].[ClH:6].[N+:9](=[O:10])([O-:11])[c:12]1[cH:13][cH:14][c:15]([CH:16]=[CH:17][C:18](=[O:19])[OH:20])[cH:21][cH:22]1.[NH2:7][OH:8].[Na+:1].[Na:5].[OH2:23]>>[NH2:7][CH:16]([c:15]1[cH:14][cH:13][c:12]([N+:9](=[O:10])[O-:11])[cH:22][cH:21]1)[CH2:17][C:18](=[O:19])[OH:20].